Task: describe an organic reaction: reactants, conditions, products, and yield. Dataset: the Open Reaction Database (ORD), a public repository of structured organic reaction records Reaction SMILES: C(O)C.[N+:4]([C:7]1[CH:15]=[CH:14][C:10]2[N:11]=[CH:12][NH:13][C:9]=2[CH:8]=1)([O-])=O.[CH2:16]([O:18][C:19](=[O:29])[CH2:20][C:21](=O)[C:22]1[CH:27]=[CH:26][CH:25]=[CH:24][CH:23]=1)[CH3:17].S([O-])([O-])(=O)=O.[Ca+2]>O.CC(O)=O>[N:11]1[C:10]2[CH:14]=[CH:15][C:7]([NH:4][C:24]3[CH:23]=[C:22]([CH:27]=[CH:26][CH:25]=3)[CH:21]=[CH:20][C:19]([O:18][CH2:16][CH3:17])=[O:29])=[CH:8][C:9]=2[NH:13][CH:12]=1 |f:3.4|. Procedure details: A solution of 900 ml. of ethanol and 82 g. (0.5 mole) of 5-nitrobenzimidazole with 4 g. of 5% PdC, 50% H2O catalyst is reduced on the Parr Apparatus. A pressure drop of 104 psi. is observed (calcd. 100). After the reduction stopped, the bottle is removed from the apparatus, and the catalyst filtered. Then 96 g. (0.5 mole) of ethylbenzoylacetate, 20 g. of anhydrous calcium sulfate and 0.5 ml. of HOAc are added to the filtrate. The solution is refluxed for 2 hours and filtered. The filtrate is con... Solvent: CC(=O)O (HOAc). The reactants are S(=O)(=O)([O-])[O-].[Ca+2] (calcium sulfate), C(C)O (ethanol), C(C)OC(CC(C1=CC=CC=C1)=O)=O (ethylbenzoylacetate), [N+](=O)([O-])C1=CC2=C(N=CN2)C=C1 (5-nitrobenzimidazole), PdC. The reagents and catalysts are O (H2O). Yields the product N1=CNC2=C1C=CC(=C2)NC=2C=C(C=CC(=O)OCC)C=CC2 (Ethyl 3-(5-Benzimidazolylamino)cinnamate). Starting materials: Oc1ccc2c(c1)CCN(C1CCC1)CC2, CC(=O)c1ccc(Cl)nc1. The product is CC(=O)c1ccc(Oc2ccc3c(c2)CCN(C2CCC2)CC3)nc1. RXN SMILES: [CH:1]1([N:5]2[CH2:6][CH2:7][c:8]3[c:9]([cH:12][c:13]([OH:16])[cH:14][cH:15]3)[CH2:10][CH2:11]2)[CH2:2][CH2:3][CH2:4]1.[Cl:17][c:18]1[cH:19][cH:20][c:21]([C:24]([CH3:25])=[O:26])[cH:22][n:23]1>>[CH:1]1([N:5]2[CH2:6][CH2:7][c:8]3[c:9]([cH:12][c:13]([O:16][c:18]4[cH:19][cH:20][c:21]([C:24]([CH3:25])=[O:26])[cH:22][n:23]4)[cH:14][cH:15]3)[CH2:10][CH2:11]2)[CH2:2][CH2:3][CH2:4]1. Starting materials: aqueous solution, [OH-].[Na+] (sodium hydroxide), C12(CC3CC(CC(C1)C3)C2)NC(CCC2=CC(=C(C=C2)NC(C(F)(F)F)=O)[N+](=O)[O-])=O (N-(1-Adamantyl)-3-(3-nitro-4-trifluoroacetamidophenyl)propionamide). Run in CO (methanol). Run at time 3 hour. Product: C12(CC3CC(CC(C1)C3)C2)NC(CCC2=CC(=C(C=C2)N)[N+](=O)[O-])=O (N-(1-Adamantyl)-3-(3-nitro-4-aminophenyl)propionamide). As a reaction SMILES: [C:1]12([NH:11][C:12](=[O:31])[CH2:13][CH2:14][C:15]3[CH:20]=[CH:19][C:18]([NH:21]C(=O)C(F)(F)F)=[C:17]([N+:28]([O-:30])=[O:29])[CH:16]=3)[CH2:10][CH:5]3[CH2:6][CH:7]([CH2:9][CH:3]([CH2:4]3)[CH2:2]1)[CH2:8]2.[OH-].[Na+]>CO>[C:1]12([NH:11][C:12](=[O:31])[CH2:13][CH2:14][C:15]3[CH:20]=[CH:19][C:18]([NH2:21])=[C:17]([N+:28]([O-:30])=[O:29])[CH:16]=3)[CH2:10][CH:5]3[CH2:4][CH:3]([CH2:9][CH:7]([CH2:6]3)[CH2:8]1)[CH2:2]2 |f:1.2|. Procedure: 0.5 g of N-(1-Adamantyl)-3-(3-nitro-4-trifluoroacetamidophenyl)propionamide (prepared as described in Example 20) was dissolved in 10 ml of methanol. 10 ml of a 2N aqueous solution of sodium hydroxide were then added to the solution, which was then stirred for 3 hours at room temperature. At the end of this time, the methanol was removed by distillation under reduced pressure. Extraction of the residue with ethyl acetate afforded the title compound as an oily substance. Starting materials: N(=[N+]=[N-])C1=C(C(=O)NC2=CC=C(C=C2)F)C=CC(=C1)Br (2-azido-4-bromo-N-(4-fluorophenyl)-benzamide), O=P(Cl)(Cl)Cl (POCl3). Conditions: temperature 95 celsius. Product: BrC=1C=CC2=C(N(N=C2C1)C1=CC=C(C=C1)F)Cl (6-bromo-3-chloro-2-(4-fluorophenyl)-2H-indazole). The yield is 64.0%. As a reaction SMILES: [N:1]([C:4]1[CH:19]=[C:18]([Br:20])[CH:17]=[CH:16][C:5]=1[C:6]([NH:8][C:9]1[CH:14]=[CH:13][C:12]([F:15])=[CH:11][CH:10]=1)=O)=[N+]=[N-].O=P(Cl)(Cl)[Cl:23]>>[Br:20][C:18]1[CH:17]=[CH:16][C:5]2[C:4]([CH:19]=1)=[N:1][N:8]([C:9]1[CH:14]=[CH:13][C:12]([F:15])=[CH:11][CH:10]=1)[C:6]=2[Cl:23]. Procedure: A mixture of compound (xii) (6.44 g, 19.20 mmol) and POCl3 (50 mL) was heated at 95° C. for 6 h. The volatiles were removed under reduced pressure and the residue was basified by the addition of an ice-cold saturated solution of sodium carbonate. The solid obtained was filtered and dried (Na2SO4) to give the crude product which was purified by column chromatography on 100-200 mesh silica gel eluting with EtOAc/hexane (3-5%) to give 6-bromo-3-chloro-2-(4-fluorophenyl)-2H-indazole (xiii) (4 g, 64%... Reactants: C(CC)(=O)O[C@H]1[C@@H](O[C@@H]([C@@H]1OC(CC)=O)[C@H](OC(CC)=O)COC(CC)=O)N1C(=O)NC(=O)C=C1 (1-(2,3,5,6-Tetra-O-propanoyl-β-D-glucofuranosyl)uracil). The solvent is CO (methanol), N (ammonia). Reaction conditions: time 8 hour. Product: [C@@H]1([C@H](O)[C@@H](O)[C@H](O1)[C@H](O)CO)N1C(=O)NC(=O)C=C1 (1-βD-glucofuranosyluracil). Isolated yield 75.0%. As a reaction SMILES: C([O:5][C@@H:6]1[C@@H:10]([O:11]C(=O)CC)[C@@H:9]([C@@H:16]([CH2:22][O:23]C(=O)CC)[O:17]C(=O)CC)[O:8][C@H:7]1[N:28]1[CH:35]=[CH:34][C:32](=[O:33])[NH:31][C:29]1=[O:30])(=O)CC>CO.N>[C@@H:7]1([N:28]2[CH:35]=[CH:34][C:32](=[O:33])[NH:31][C:29]2=[O:30])[O:8][C@H:9]([C@@H:16]([CH2:22][OH:23])[OH:17])[C@H:10]([OH:11])[C@H:6]1[OH:5]. Reported procedure: 1-(2,3,5,6-Tetra-O-propanoyl-β-D-glucofuranosyl)uracil was dissolved in methanol saturated with ammonia (15 mL) and left at room temperature overnight. After concentrating in vacuo, the resulting residue was purified by flash silica chromatography, eluting with CHCl3/CH3OH/NH3 aq. (84:15:1), to give 1-βD-glucofuranosyluracil as a colourless solid (680 mg, 75%). A sample was recrystallised from EtOH to give the product as colourless needles, mp 175-176.5° C. (from EtOH), [α]D21=+9.91 (c 1.1 in H2...